Task: describe an organic reaction: reactants, conditions, products, and yield. Dataset: the Open Reaction Database (ORD), a public repository of structured organic reaction records The reactants are COc1ccc(Cn2nc(NC3CCN(C)CC3)c3c(Oc4cc(Cl)c(NC(=O)c5ccnn(-c6ccc(F)cc6)c5=O)cc4F)ccnc32)cc1, O=C(O)C(F)(F)F. Product: CN1CCC(Nc2n[nH]c3nccc(Oc4cc(Cl)c(NC(=O)c5ccnn(-c6ccc(F)cc6)c5=O)cc4F)c23)CC1. RXN SMILES: [CH3:1][O:2][c:3]1[cH:4][cH:5][c:6]([CH2:7][n:8]2[n:9][c:10]([NH:43][CH:44]3[CH2:45][CH2:46][N:47]([CH3:50])[CH2:48][CH2:49]3)[c:11]3[c:12]2[n:13][cH:14][cH:15][c:16]3[O:17][c:18]2[cH:19][c:20]([Cl:42])[c:21]([NH:25][C:26](=[O:27])[c:28]3[c:29](=[O:41])[n:30](-[c:34]4[cH:35][cH:36][c:37]([F:40])[cH:38][cH:39]4)[n:31][cH:32][cH:33]3)[cH:22][c:23]2[F:24])[cH:51][cH:52]1.[F:53][C:54]([F:55])([F:56])[C:57]([OH:58])=[O:59]>>[nH:8]1[n:9][c:10]([NH:43][CH:44]2[CH2:45][CH2:46][N:47]([CH3:50])[CH2:48][CH2:49]2)[c:11]2[c:12]1[n:13][cH:14][cH:15][c:16]2[O:17][c:18]1[cH:19][c:20]([Cl:42])[c:21]([NH:25][C:26](=[O:27])[c:28]2[c:29](=[O:41])[n:30](-[c:34]3[cH:35][cH:36][c:37]([F:40])[cH:38][cH:39]3)[n:31][cH:32][cH:33]2)[cH:22][c:23]1[F:24]. Reactants: O (water), [I-].[Na+] (sodium iodide), chloramin T, C(C1=CC=CC=C1)(=O)OC=1C=CC(=C(C1)Cl)O (5-benzoyloxy-1-chloro-2-hydroxybenzene). Solvent: CN(C)C=O (DMF). Run at time 1 hour. The product is C(C1=CC=CC=C1)(=O)OC=1C=C(C(=C(C1)I)O)Cl (5-benzoyloxy-3-chloro-2-hydroxy-1-iodobenzene). Reaction SMILES: [C:1]([O:9][C:10]1[CH:11]=[CH:12][C:13]([OH:17])=[C:14]([Cl:16])[CH:15]=1)(=[O:8])[C:2]1[CH:7]=[CH:6][CH:5]=[CH:4][CH:3]=1.[I-:18].[Na+].O>CN(C=O)C>[C:1]([O:9][C:10]1[CH:15]=[C:14]([Cl:16])[C:13]([OH:17])=[C:12]([I:18])[CH:11]=1)(=[O:8])[C:2]1[CH:3]=[CH:4][CH:5]=[CH:6][CH:7]=1 |f:1.2|. Procedure details: 3 g of 5-benzoyloxy-1-chloro-2-hydroxybenzene were dissolved in 35 ml of DMF. 2.17 g of sodium iodide and 3.29 g of chloramin T were added. After one hour of stirring at room temperature, about 500 ml of water were added to the mixture, which was then extracted with ethyl acetate. The organic phase was washed with 5% strength sodium thiosulfate solution, dried and concentrated using a rotary evaporator. The resulting product was clean enough for the next reaction. Yield: 3.81 g (84%) Starting materials: O=C([O-])[O-], CCOC(C)=O, CS(=O)(=O)c1ccc(CCl)cc1, [Cs+], [Cs+], CN(C)C=O, O, Cn1ccnc1S. Product: Cn1ccnc1SCc1ccc(S(C)(=O)=O)cc1. RXN SMILES: [C:20](=[O:21])([O-:22])[O-:23].[CH3:32][CH2:33][O:34][C:35](=[O:36])[CH3:37].[CH3:8][S:9](=[O:10])(=[O:11])[c:12]1[cH:13][cH:14][c:15]([CH2:16][Cl:17])[cH:18][cH:19]1.[Cs+:24].[Cs+:25].[O:26]=[CH:27][N:28]([CH3:29])[CH3:30].[OH2:31].[SH:1][c:2]1[n:3]([CH3:7])[cH:4][cH:5][n:6]1>>[S:1]([c:2]1[n:3]([CH3:7])[cH:4][cH:5][n:6]1)[CH2:16][c:15]1[cH:14][cH:13][c:12]([S:9]([CH3:8])(=[O:10])=[O:11])[cH:19][cH:18]1. Reactants: CC(=O)N1CCC(O)(C(=O)c2cc(F)ccc2F)CC1, Cl. Product: O=C(c1cc(F)ccc1F)C1(O)CCNCC1. As a reaction SMILES: [C:1](=[O:2])([CH3:3])[N:4]1[CH2:5][CH2:6][C:7]([OH:10])([C:11]([c:12]2[c:13]([F:19])[cH:14][cH:15][c:16]([F:18])[cH:17]2)=[O:20])[CH2:8][CH2:9]1.[ClH:21]>>[NH:4]1[CH2:5][CH2:6][C:7]([OH:10])([C:11]([c:12]2[c:13]([F:19])[cH:14][cH:15][c:16]([F:18])[cH:17]2)=[O:20])[CH2:8][CH2:9]1. Starting materials: CC(C)OC(=O)/N=N/C(=O)OC(C)C (DIAD), N1=CC=C(C=C1)O (Pyridin-4-ol), COC[C@@H](C)O ((R)-1-methoxypropan-2-ol), C1(=CC=CC=C1)P(C1=CC=CC=C1)C1=CC=CC=C1 (triphenylphosphine). The solvent is C1CCOC1 (THF). Run at time 10 minute. Yields the product COC[C@H](C)OC1=CC=NC=C1 ((S)-4-(1-methoxypropan-2-yloxy)pyridine). Yield: 87.0%. As a reaction SMILES: [N:1]1[CH:6]=[CH:5][C:4]([OH:7])=[CH:3][CH:2]=1.[CH3:8][O:9][CH2:10][C@H:11](O)[CH3:12].C1(P(C2C=CC=CC=2)C2C=CC=CC=2)C=CC=CC=1.CC(OC(/N=N/C(OC(C)C)=O)=O)C>C1COCC1>[CH3:8][O:9][CH2:10][C@@H:11]([O:7][C:4]1[CH:5]=[CH:6][N:1]=[CH:2][CH:3]=1)[CH3:12]. Reported procedure: Pyridin-4-ol (10 g, 105.15 mmol), (R)-1-methoxypropan-2-ol (9.48 g, 105.15 mmol) and triphenylphosphine (30.3 g, 115.67 mmol) were added to THF (250 mL) and stirred for 10 minutes. To this was slowly added DIAD (22.49 mL, 115.67 mmol) and the reaction was stirred for 1 hour at 25° C. The solvent was evaporated and diethyl ether (100 mL) was added. To this was added a little triphenyl phosphine oxide and the reaction was stirred for 20 minutes to afford a solid, which was discarded. The solvent w... Reactants: FC(C(=O)O)(F)F.C1(=CC=CC=C1)[C@@H](CNC1=CC=C(C=C1)CCN)O (N-(2-phenyl-2-(S)-hydroxyethyl)-4-(2-aminoethyl)aniline trifluoroacetate), [OH-].[Na+] (NaOH), BH3-Me2S, α,α-Dihydroxy-4-hydroxy-3-methoxycarbonylacetophenone. Solvent: CO (methanol), CO (MeOH). Run at time 12 hour. Product: C1(=CC=CC=C1)[C@@H](CNC1=CC=CC=C1)O (4-[N-(2-phenyl-2-(S)-hydroxyethyl)-amino]benzene). RXN SMILES: FC(F)(F)C(O)=O.[C:8]1([C@H:14]([OH:26])[CH2:15][NH:16][C:17]2[CH:22]=[CH:21][C:20](CCN)=[CH:19][CH:18]=2)[CH:13]=[CH:12][CH:11]=[CH:10][CH:9]=1.[OH-].[Na+]>CO>[C:8]1([C@H:14]([OH:26])[CH2:15][NH:16][C:17]2[CH:18]=[CH:19][CH:20]=[CH:21][CH:22]=2)[CH:9]=[CH:10][CH:11]=[CH:12][CH:13]=1 |f:0.1,2.3|. Reported procedure: To a solution of N-(2-phenyl-2-(S)-hydroxyethyl)-4-(2-aminoethyl)aniline trifluoroacetate 31 (0.144 g, 0.3 mmole) in methanol (10 mL) was added aq. NaOH solution (1.0 M, 0.625 mL). The solution was concentrated to dryness and the residue was dissolved in anhydrous THF (5 mL). α,α-Dihydroxy-4-hydroxy-3-methoxycarbonylacetophenone 12 (0.067 g, 0.3 mmole) was added and the reaction mixture was stirred for 12 h at rt. BH3-Me2S (0.2 mL, 2 M) was added at 0° C. and the reaction mixture was heated at 7... Starting materials: C(CCCC[C@@H]1SC[C@@H]2NC(=O)N[C@H]12)(=O)NCCCCON=C(C)OCC (Ethyl N-[(4-biotinamidobutyl)oxy]acetimidate), Cl (hydrochloric acid). Run in C(C)O (ethanol). Yields the product NOCCCCNC(CCCC[C@@H]1SC[C@@H]2NC(=O)N[C@H]12)=O (N-(4-aminooxybutyl)-biotinamide). Yield: 61.1%. Reaction SMILES: [C:1]([NH:16][CH2:17][CH2:18][CH2:19][CH2:20][O:21][N:22]=C(OCC)C)(=[O:15])[CH2:2][CH2:3][CH2:4][CH2:5][C@H:6]1[C@@H:14]2[C@@H:9]([NH:10][C:11]([NH:13]2)=[O:12])[CH2:8][S:7]1.Cl>C(O)C>[NH2:22][O:21][CH2:20][CH2:19][CH2:18][CH2:17][NH:16][C:1](=[O:15])[CH2:2][CH2:3][CH2:4][CH2:5][C@H:6]1[C@@H:14]2[C@@H:9]([NH:10][C:11]([NH:13]2)=[O:12])[CH2:8][S:7]1. Procedure details: To a solution of ethyl N-[(4-biotinamidobutyl)oxy]acetimidate (4) (0.4 g, 1.0 mmol) in 25 mL of absolute ethanol in a 50 mL round bottom flask fitted with a reflux condenser was added 0.2 mL of concentrated aqueous hydrochloric acid and the solution was stirred and refluxed for 1 hour. The solvents were removed on a rotary evaporator and the residue was azeotroped with four successive 20 mL volumes of absolute ethanol. Deionized water (20 mL) was added to the crude product and the solution was f...